The task is: describe an organic reaction: reactants, conditions, products, and yield. This data is from the Open Reaction Database (ORD), a public repository of structured organic reaction records. Reactants: 1,1-carbonyldiimidazole, ClC1=C2C3=CC(CCC3(CC2=CC(=C1Cl)OCC(=O)O)CCOC(C(F)(F)F)=O)=O ([(5,6-Dichloro-3-oxo-2,3,9,9a-tetrahydro-9a-(2-trifluoroacetoxyethyl)-1H-fluoren-7-yl]oxy}acetic acid), N (ammonia). The solvent is O1CCCC1 (tetrahydrofuran). Conditions: temperature 50 celsius, time 16 hour. Yields the product ClC1=C2C3=CC(CCC3(CC2=CC(=C1Cl)OCC(=O)N)CCOC(C(F)(F)F)=O)=O ([(5,6-dichloro-3-oxo-2,3,9,9a-tetrahydro-9a-(2-trifluoroacetoxyethyl)-1H-fluoren-7-yl)oxy]acetamide). Reaction SMILES: [Cl:1][C:2]1[C:14]([Cl:15])=[C:13]([O:16][CH2:17][C:18](O)=[O:19])[CH:12]=[C:11]2[C:3]=1[C:4]1[C:9]([CH2:21][CH2:22][O:23][C:24](=[O:29])[C:25]([F:28])([F:27])[F:26])([CH2:10]2)[CH2:8][CH2:7][C:6](=[O:30])[CH:5]=1.[NH3:31]>O1CCCC1>[Cl:1][C:2]1[C:14]([Cl:15])=[C:13]([O:16][CH2:17][C:18]([NH2:31])=[O:19])[CH:12]=[C:11]2[C:3]=1[C:4]1[C:9]([CH2:21][CH2:22][O:23][C:24](=[O:29])[C:25]([F:28])([F:27])[F:26])([CH2:10]2)[CH2:8][CH2:7][C:6](=[O:30])[CH:5]=1. Procedure: {[(5,6-Dichloro-3-oxo-2,3,9,9a-tetrahydro-9a-(2-trifluoroacetoxyethyl)-1H-fluoren-7-yl]oxy}acetic acid (4.67 g, 10 mMole) is dissolved in tetrahydrofuran (30 ml) and 1,1-carbonyldiimidazole (1.78 g, 11 mMole) and the mixture stirred at ambient temperature for 30 minutes. The solution is saturated with ammonia gas and then stirred at ambient temperature for 24 hours and at 50° C. for 16 hours. Evaporation of the solvent and recrystallization from nitromethane yields [(5,6-dichloro-3-oxo-2,3,9,9a-... Reactants: C(C)(C)(C)OC(=O)N1CCC(CC1)N(C1CC1)C(=O)C=1C=NC(=NC1)Cl (4-[(2-chloro-pyrimidine-5-carbonyl)-cyclopropyl-amino]-piperidine-1-carboxylic acid tert-butyl ester), C(#N)C1=C(C=C(C=C1)B(O)O)F (4-cyano-3-fluorophenylboronic acid), Intermediate 6. Yields the product C1(CC1)N(C(=O)C=1C=NC(=NC1)C1=CC(=C(C=C1)C#N)F)C1CCNCC1 (2-(4-Cyano-3-fluoro-phenyl)-pyrimidine-5-carboxylic acid cyclopropyl-piperidin-4-yl-amide). Reaction SMILES: C(OC([N:8]1[CH2:13][CH2:12][CH:11]([N:14]([C:18]([C:20]2[CH:21]=[N:22][C:23](Cl)=[N:24][CH:25]=2)=[O:19])[CH:15]2[CH2:17][CH2:16]2)[CH2:10][CH2:9]1)=O)(C)(C)C.[C:27]([C:29]1[CH:34]=[CH:33][C:32](B(O)O)=[CH:31][C:30]=1[F:38])#[N:28]>>[CH:15]1([N:14]([CH:11]2[CH2:12][CH2:13][NH:8][CH2:9][CH2:10]2)[C:18]([C:20]2[CH:25]=[N:24][C:23]([C:32]3[CH:33]=[CH:34][C:29]([C:27]#[N:28])=[C:30]([F:38])[CH:31]=3)=[N:22][CH:21]=2)=[O:19])[CH2:16][CH2:17]1. Reported procedure: The title compound is prepared from 4-[(2-chloro-pyrimidine-5-carbonyl)-cyclopropyl-amino]-piperidine-1-carboxylic acid tert-butyl ester and 4-cyano-3-fluorophenylboronic acid following a procedure analogous to that described in Intermediate 6. LC (method 4): tR=0.97 min; Mass spectrum (ESI+): m/z=366 [M+H]+.